Dataset: the Open Reaction Database (ORD), a public repository of structured organic reaction records. Task: describe an organic reaction: reactants, conditions, products, and yield Reaction conditions: time 20 minute. Run in C(Cl)Cl (CH2Cl2). Reactants: [OH-].[Na+] (NaOH), C(C)OC=1C=C(C(=C(C1)C(C=1N(C=C(N1)C1=C(C=CC=C1)C(CC)O)C(C1=CC=CC=C1)(C1=CC=CC=C1)C1=CC=CC=C1)NC1=CC=C(C=C1)C1=NOC(=N1)C)F)OC(C)C (1-(2-(2-((5-ethoxy-2-fluoro-3-isopropoxyphenyl)(4-(5-methyl-1,2,4-oxadiazol-3-yl)phenylamino)methyl)-1-trityl-1H-imidazol-4-yl)phenyl)propan-1-ol), CC(=O)OI1(C=2C=CC=CC2C(=O)O1)(OC(=O)C)OC(=O)C (Dess-Martin), CCOC(=O)C (EtOAc). Product: C(C)OC=1C=C(C(=C(C1)C(C=1N(C=C(N1)C1=C(C=CC=C1)C(CC)=O)C(C1=CC=CC=C1)(C1=CC=CC=C1)C1=CC=CC=C1)NC1=CC=C(C=C1)C1=NOC(=N1)C)F)OC(C)C (1-(2-(2-((5-ethoxy-2-fluoro-3-isopropoxyphenyl)(4-(5-methyl-1,2,4-oxadiazol-3-yl)phenylamino)methyl)-1-trityl-1H-imidazol-4-yl)phenyl)propan-1-one). RXN SMILES: [CH2:1]([O:3][C:4]1[CH:5]=[C:6]([O:59][CH:60]([CH3:62])[CH3:61])[C:7]([F:58])=[C:8]([CH:10]([NH:45][C:46]2[CH:51]=[CH:50][C:49]([C:52]3[N:56]=[C:55]([CH3:57])[O:54][N:53]=3)=[CH:48][CH:47]=2)[C:11]2[N:12]([C:26]([C:39]3[CH:44]=[CH:43][CH:42]=[CH:41][CH:40]=3)([C:33]3[CH:38]=[CH:37][CH:36]=[CH:35][CH:34]=3)[C:27]3[CH:32]=[CH:31][CH:30]=[CH:29][CH:28]=3)[CH:13]=[C:14]([C:16]3[CH:21]=[CH:20][CH:19]=[CH:18][C:17]=3[CH:22]([OH:25])[CH2:23][CH3:24])[N:15]=2)[CH:9]=1)[CH3:2].CC(OI1(OC(C)=O)(OC(C)=O)OC(=O)C2C=CC=CC1=2)=O.CCOC(C)=O.[OH-].[Na+]>C(Cl)Cl>[CH2:1]([O:3][C:4]1[CH:5]=[C:6]([O:59][CH:60]([CH3:62])[CH3:61])[C:7]([F:58])=[C:8]([CH:10]([NH:45][C:46]2[CH:51]=[CH:50][C:49]([C:52]3[N:56]=[C:55]([CH3:57])[O:54][N:53]=3)=[CH:48][CH:47]=2)[C:11]2[N:12]([C:26]([C:33]3[CH:34]=[CH:35][CH:36]=[CH:37][CH:38]=3)([C:27]3[CH:32]=[CH:31][CH:30]=[CH:29][CH:28]=3)[C:39]3[CH:40]=[CH:41][CH:42]=[CH:43][CH:44]=3)[CH:13]=[C:14]([C:16]3[CH:21]=[CH:20][CH:19]=[CH:18][C:17]=3[C:22](=[O:25])[CH2:23][CH3:24])[N:15]=2)[CH:9]=1)[CH3:2] |f:3.4|. Procedure: A mixture of Intermediate 122.2 and Dess-Martin periodinate (60 mg, 0.12 mmol) in anhydrous CH2Cl2 (2 mL) was stirred at rt for 20 min. The reaction mixture was then partionated between EtOAc and 1 N NaOH, the organic layer was collected and dried over (Na2SO4), filtered and concentrated to afford Intermediate 122.3, which was used in the following step without further purification. LCMS (2 min gradient) RT=2.27 min, 826.4 (M+H). Starting materials: Cc1cc(C(F)(F)F)nn1CC(=O)N1CCC(c2nc(C(=O)O)cs2)CC1, Cc1cc(C(F)(F)F)nn1CC(=O)N1CCC(c2nc(C(=O)Oc3cccc4ccccc34)cs2)CC1, Sc1cccc2ccccc12. Product: Cc1cc(C(F)(F)F)nn1CC(=O)N1CCC(c2nc(C(=O)Sc3cccc4ccccc34)cs2)CC1. Reaction SMILES: [CH3:1][c:2]1[cH:3][c:4]([C:24]([F:25])([F:26])[F:27])[n:5][n:6]1[CH2:7][C:8](=[O:9])[N:10]1[CH2:11][CH2:12][CH:13]([c:16]2[s:17][cH:18][c:19]([C:21](=[O:22])[OH:23])[n:20]2)[CH2:14][CH2:15]1.[CH3:28][c:29]1[n:30]([CH2:31][C:32]([N:33]2[CH2:34][CH2:35][CH:36]([c:37]3[s:38][cH:39][c:40]([C:41]([O:42][c:43]4[c:44]5[c:45]([cH:46][cH:47][cH:48][cH:49]5)[cH:50][cH:51][cH:52]4)=[O:53])[n:54]3)[CH2:55][CH2:56]2)=[O:57])[n:58][c:59]([C:60]([F:61])([F:62])[F:63])[cH:64]1.[c:65]1([SH:75])[cH:66][cH:67][cH:68][c:69]2[cH:70][cH:71][cH:72][cH:73][c:74]12>>[CH3:1][c:2]1[cH:3][c:4]([C:24]([F:25])([F:26])[F:27])[n:5][n:6]1[CH2:7][C:8](=[O:9])[N:10]1[CH2:11][CH2:12][CH:13]([c:16]2[s:17][cH:18][c:19]([C:21](=[O:23])[S:75][c:65]3[cH:66][cH:67][cH:68][c:69]4[cH:70][cH:71][cH:72][cH:73][c:74]34)[n:20]2)[CH2:14][CH2:15]1. Reactants: C(C)(C)(C)OC(CCNC1=NC=C(C=N1)C(NC1=CC=C(C=C1)F)=O)=O (3-[5-(4-fluorophenylcarbamoyl)pyrimidin-2-ylamino]propionic acid tert-butyl ester), C1(=CC=CC=C1)C (Toluene). Run in FC(C(=O)O)(F)F.O (trifluoroacetic acid water). Product: FC1=CC=C(C=C1)NC(=O)C=1C=NC(=NC1)NCCC(=O)O (3-[5-(4-Fluorophenylcarbamoyl)pyrimidin-2-ylamino]-propionic acid). The yield is 98.0%. RXN SMILES: C([O:5][C:6](=[O:26])[CH2:7][CH2:8][NH:9][C:10]1[N:15]=[CH:14][C:13]([C:16](=[O:25])[NH:17][C:18]2[CH:23]=[CH:22][C:21]([F:24])=[CH:20][CH:19]=2)=[CH:12][N:11]=1)(C)(C)C.C1(C)C=CC=CC=1>FC(F)(F)C(O)=O.O>[F:24][C:21]1[CH:20]=[CH:19][C:18]([NH:17][C:16]([C:13]2[CH:14]=[N:15][C:10]([NH:9][CH2:8][CH2:7][C:6]([OH:26])=[O:5])=[N:11][CH:12]=2)=[O:25])=[CH:23][CH:22]=1 |f:2.3|. Procedure details: A solution of 3-[5-(4-fluorophenylcarbamoyl)pyrimidin-2-ylamino]propionic acid tert-butyl ester in 90% trifluoroacetic acid/water was stirred for 15 min. Toluene (4 mL) was added and the solution was concentrated in vacuo. A series of dilutions and concentrations were performed using acetic acid/toluene (1/1) followed by methanol/toluene (1/1). The resulting solids were triturated with ethyl acetate/hexane (2/1) to afford 61.1 mg (98% yield) of the titled product as a white solid. API-MS m/z 305...